Dataset: the Open Reaction Database (ORD), a public repository of structured organic reaction records. Task: describe an organic reaction: reactants, conditions, products, and yield Starting materials: FC1=CC=C2C(=NN(C2=C1)C1=CC=CC=C1)N1CCNCC1 (6-fluoro-1-phenyl-3-(1-piperazinyl)-1H-indazole), [N+](=O)([O-])NC(=O)N (nitrourea), CN(C=O)C (dimethylformamide). Solvent: O (water). Yields the product FC1=CC=C2C(=NN(C2=C1)C1=CC=CC=C1)N1CCN(CC1)C(=O)N (4-(6-fluoro-1-phenyl-1H-indazol-3-yl)-1-piperazine carboxamide). The yield is 67.9%. As a reaction SMILES: [F:1][C:2]1[CH:10]=[C:9]2[C:5]([C:6]([N:17]3[CH2:22][CH2:21][NH:20][CH2:19][CH2:18]3)=[N:7][N:8]2[C:11]2[CH:16]=[CH:15][CH:14]=[CH:13][CH:12]=2)=[CH:4][CH:3]=1.[N+]([NH:26][C:27](N)=[O:28])([O-])=O.CN(C)C=O>O>[F:1][C:2]1[CH:10]=[C:9]2[C:5]([C:6]([N:17]3[CH2:18][CH2:19][N:20]([C:27]([NH2:26])=[O:28])[CH2:21][CH2:22]3)=[N:7][N:8]2[C:11]2[CH:12]=[CH:13][CH:14]=[CH:15][CH:16]=2)=[CH:4][CH:3]=1. Procedure: A mixture of 4.5 g of 6-fluoro-1-phenyl-3-(1-piperazinyl)-1H-indazole, 4.3 g of nitrourea, and 75 ml of dimethylformamide was heated on a steam bath for 15 minutes. The reaction mixture was then poured into water and the resulting precipitate was recrystallized twice from toluene (one charcoal treatment) to yield 3.5 g (73%) of 4-(6-fluoro-1-phenyl-1H-indazol-3-yl)-1-piperazine carboxamide, m.p. 168°-170°.